Dataset: the Open Reaction Database (ORD), a public repository of structured organic reaction records. Task: describe an organic reaction: reactants, conditions, products, and yield Reactants: ClC1=NC(=NC(=C1)C1=CC(=CC=C1)S(=O)(=O)C)NC1=CC=C(C=C1)OC(F)(F)F ([4-Chloro-6-(3-methanesulfonyl-phenyl)-pyrimidin-2-yl]-(4-trifluoromethoxy-phenyl)-amine), N1CCOCC1 (morpholine). Run in C(CCC)O (n-butanol). The product is CS(=O)(=O)C=1C=C(C=CC1)C1=NC(=NC(=C1)N1CCOCC1)NC1=CC=C(C=C1)OC(F)(F)F ([4-(3-methanesulfonyl-phenyl)-6-morpholin-4-yl-pyrimidin-2-yl]-(4-trifluoromethoxy-phenyl)-amine). Reaction SMILES: Cl[C:2]1[CH:7]=[C:6]([C:8]2[CH:13]=[CH:12][CH:11]=[C:10]([S:14]([CH3:17])(=[O:16])=[O:15])[CH:9]=2)[N:5]=[C:4]([NH:18][C:19]2[CH:24]=[CH:23][C:22]([O:25][C:26]([F:29])([F:28])[F:27])=[CH:21][CH:20]=2)[N:3]=1.[NH:30]1[CH2:35][CH2:34][O:33][CH2:32][CH2:31]1>C(O)CCC>[CH3:17][S:14]([C:10]1[CH:9]=[C:8]([C:6]2[CH:7]=[C:2]([N:30]3[CH2:35][CH2:34][O:33][CH2:32][CH2:31]3)[N:3]=[C:4]([NH:18][C:19]3[CH:24]=[CH:23][C:22]([O:25][C:26]([F:29])([F:28])[F:27])=[CH:21][CH:20]=3)[N:5]=2)[CH:13]=[CH:12][CH:11]=1)(=[O:16])=[O:15]. Reported procedure: [4-Chloro-6-(3-methanesulfonyl-phenyl)-pyrimidin-2-yl]-(4-trifluoromethoxy-phenyl)-amine (0.14 g, 0.3 mmol) was reacted with morpholine (0.09 mL) in a solvent n-butanol (7 mL) at reflux temperature for 12 hours. Solid was filtered and dried to afford the desired compound. Starting materials: NC[C@@H]1[C@H]2C[C@H]2CN1C(=O)C=1N=C(SC1C=1C=C(C=CC1)C)C (((1S,2S,5R)-2-Aminomethyl-3-aza-bicyclo[3.1.0]hex-3-yl)-(2-methyl-5-m-tolyl-thiazol-4-yl)-methanone), CN1CCN(CC1)C1=C(C(=O)O)C=CC=C1 (2-(4-Methyl-piperazin-1-yl)-benzoic acid). The product is CN1CCN(CC1)C1=C(C(=O)NC[C@@H]2[C@H]3C[C@H]3CN2C(=O)C=2N=C(SC2C=2C=C(C=CC2)C)C)C=CC=C1 (2-(4-Methyl-piperazin-1-yl)-N-[(1S,2S,5R)-3-(2-methyl-5-m-tolyl-thiazole-4-carbonyl)-3-aza-bicyclo[3.1.0]hex-2-ylmethyl]-benzamide). Reaction SMILES: [NH2:1][CH2:2][C@H:3]1[N:8]([C:9]([C:11]2[N:12]=[C:13]([CH3:23])[S:14][C:15]=2[C:16]2[CH:17]=[C:18]([CH3:22])[CH:19]=[CH:20][CH:21]=2)=[O:10])[CH2:7][C@H:6]2[C@@H:4]1[CH2:5]2.[CH3:24][N:25]1[CH2:30][CH2:29][N:28]([C:31]2[CH:39]=[CH:38][CH:37]=[CH:36][C:32]=2[C:33](O)=[O:34])[CH2:27][CH2:26]1>>[CH3:24][N:25]1[CH2:30][CH2:29][N:28]([C:31]2[CH:39]=[CH:38][CH:37]=[CH:36][C:32]=2[C:33]([NH:1][CH2:2][C@H:3]2[N:8]([C:9]([C:11]3[N:12]=[C:13]([CH3:23])[S:14][C:15]=3[C:16]3[CH:17]=[C:18]([CH3:22])[CH:19]=[CH:20][CH:21]=3)=[O:10])[CH2:7][C@H:6]3[C@@H:4]2[CH2:5]3)=[O:34])[CH2:27][CH2:26]1. Reported procedure: prepared by reaction of ((1S,2S,5R)-2-Aminomethyl-3-aza-bicyclo[3.1.0]hex-3-yl)-(2-methyl-5-m-tolyl-thiazol-4-yl)-methanone with 2-(4-Methyl-piperazin-1-yl)-benzoic acid. LC-MS (basic): tR=0.86 min; [M+H]+=530.1.